Dataset: the Open Reaction Database (ORD), a public repository of structured organic reaction records. Task: describe an organic reaction: reactants, conditions, products, and yield Reactants: OC1=C2C=CNC2=CC(=C1)CO (4-hydroxy-6-hydroxymethyl-indole), C(Cl)C1CO1 (epichlorohydrin), C[O-].[Na+] (sodium methylate). Reaction conditions: time 1 hour. The product is O1C(COC2=C3C=CNC3=CC(=C2)CO)C1 (4-(2,3-epoxypropoxy)-6-hydroxymethyl-indole). Reaction SMILES: [OH:1][C:2]1[CH:10]=[C:9]([CH2:11][OH:12])[CH:8]=[C:7]2[C:3]=1[CH:4]=[CH:5][NH:6]2.[CH2:13]([CH:15]1[O:17][CH2:16]1)Cl.C[O-].[Na+]>>[O:17]1[CH2:16][CH:15]1[CH2:13][O:1][C:2]1[CH:10]=[C:9]([CH2:11][OH:12])[CH:8]=[C:7]2[C:3]=1[CH:4]=[CH:5][NH:6]2 |f:2.3|. Procedure details: 3.3 g. of the 4-hydroxy-6-hydroxymethyl-indole thus prepared were dissolved in 30 ml. epichlorohydrin. To this solution were added dropwise, while stirring at ambient temperature, over the course of 1 hour, 20 ml. 2 N sodium methylate solution. After about 5 hours, the starting material had reacted. The solution was evaporated in a vacuum and the residue was mixed with water, as well as with a mixture of diethyl ether and ethyl acetate. The organic phase was shaken out several times with water, ... Reactants: COCOC1=CC=C(CC(C(=O)OCC)(C(=O)OCC)CCOC2=CC=CC=C2)C=C1 (diethyl 2-(4-methoxymethoxybenzyl)-2-(2-phenoxyethyl)malonate), [OH-].[K+] (potassium hydroxide). Yields the product OC1=CC=C(CC(C(=O)OCC)CCOC2=CC=CC=C2)C=C1 (Ethyl 2-(4-hydroxybenzyl)-4-phenoxybutyrate). Yield: 100.1%. RXN SMILES: COC[O:4][C:5]1[CH:31]=[CH:30][C:8]([CH2:9][C:10]([CH2:21][CH2:22][O:23][C:24]2[CH:29]=[CH:28][CH:27]=[CH:26][CH:25]=2)(C(OCC)=O)[C:11]([O:13][CH2:14][CH3:15])=[O:12])=[CH:7][CH:6]=1.[OH-].[K+]>>[OH:4][C:5]1[CH:6]=[CH:7][C:8]([CH2:9][CH:10]([CH2:21][CH2:22][O:23][C:24]2[CH:25]=[CH:26][CH:27]=[CH:28][CH:29]=2)[C:11]([O:13][CH2:14][CH3:15])=[O:12])=[CH:30][CH:31]=1 |f:1.2|. Procedure: In a similar manner to that described in Reference example 2(b), a reaction was carried out using diethyl 2-(4-methoxymethoxybenzyl)-2-(2-phenoxyethyl)malonate (1.71 g) and potassium hydroxide and the reaction mixture was treated to afford the desired compound (1.25 g) as a syrup.